This data is from the Open Reaction Database (ORD), a public repository of structured organic reaction records. The task is: describe an organic reaction: reactants, conditions, products, and yield Starting materials: O=C([O-])O, CC(=O)O, COC(=O)c1ccc(Cl)c([N+](=O)[O-])c1, [Fe], [Na+]. Yields the product COC(=O)c1ccc(Cl)c(N)c1. RXN SMILES: [C:19](=[O:20])([OH:21])[O-:22].[CH3:15][C:16](=[O:17])[OH:18].[Cl:1][c:2]1[c:3]([N+:12]([O-:13])=[O:14])[cH:4][c:5]([C:6](=[O:7])[O:8][CH3:9])[cH:10][cH:11]1.[Fe:24].[Na+:23]>>[Cl:1][c:2]1[c:3]([NH2:12])[cH:4][c:5]([C:6](=[O:7])[O:8][CH3:9])[cH:10][cH:11]1. Starting materials: Br, ClCCl, CC(=O)O, N, COc1cc(C(=O)c2cccnc2)ccc1OCc1ccccc1. Product: COc1cc(C(=O)c2cccnc2)ccc1O. As a reaction SMILES: [BrH:1].[CH2:31]([Cl:32])[Cl:33].[CH3:27][C:28](=[O:29])[OH:30].[NH3:26].[n:2]1[cH:3][c:4]([C:8](=[O:9])[c:10]2[cH:11][c:12]([O:24][CH3:25])[c:13]([O:16][CH2:17][c:18]3[cH:19][cH:20][cH:21][cH:22][cH:23]3)[cH:14][cH:15]2)[cH:5][cH:6][cH:7]1>>[n:2]1[cH:3][c:4]([C:8](=[O:9])[c:10]2[cH:11][c:12]([O:24][CH3:25])[c:13]([OH:16])[cH:14][cH:15]2)[cH:5][cH:6][cH:7]1. Reactants: C(C)OC(=O)C=1SC=CC1 (ethylthiophene-2-carboxylate), [Br-] (bromide), C(C)OCC (diethyl ether), S(O)(O)(=O)=O (sulphuric acid), titanium tetra-isopropyloxide, C(C)OCC (diethyl ether). Reaction conditions: time 1.5 hour. Product: S1C(=CC=C1)C1(CC1)O (1-thiophen-2-yl-cyclopropanol). RXN SMILES: C(O[C:4]([C:6]1[S:7][CH:8]=[CH:9][CH:10]=1)=[O:5])C.[Br-].S(=O)(=O)(O)O.[CH2:17](OCC)[CH3:18]>>[S:7]1[CH:8]=[CH:9][CH:10]=[C:6]1[C:4]1([OH:5])[CH2:18][CH2:17]1. Reported procedure: 2.00 ml (14.88 mmol) ethylthiophene-2-carboxylate and 0.44 ml (1.45 mmol) titanium tetra-isopropyloxide are placed in 56 ml diethyl ether, 10.51 ml (31.54 mmol) ethylmagnesum bromide (Grignard reagent in tetrahydrofuran) in 28 ml diethyl ether are added dropwise within 1 hour, while the temperature should not rise above 20° C. The reaction mixture is stirred for 1.5 hours, then hydrolysed with 180 ml 10% sulphuric acid. The aqueous phase is extracted with diethyl ether, the combined organic phas...